From a dataset of the Open Reaction Database (ORD), a public repository of structured organic reaction records. describe an organic reaction: reactants, conditions, products, and yield Yields the product CCOc1cc(C(=O)OC)c2nc(N)[nH]c2c1F. Reaction SMILES: [CH3:18][OH:19].[NH2:1][c:2]1[n:3][c:4]2[c:5]([nH:6]1)[c:7]([F:17])[c:8]([O:14][CH2:15][CH3:16])[cH:9][c:10]2[C:11](=[O:12])[OH:13]>>[NH2:1][c:2]1[n:3][c:4]2[c:5]([nH:6]1)[c:7]([F:17])[c:8]([O:14][CH2:15][CH3:16])[cH:9][c:10]2[C:11]([O:12][CH3:18])=[O:13]. Reactants: CO, CCOc1cc(C(=O)O)c2nc(N)[nH]c2c1F. Starting materials: [Cr](=O)(=O)([O-])[O-].[Na+].[Na+] (sodium chromate), S(=O)(=O)(O)[O-].[Na+] (sodium hydrogen sulfate), C([C@@H]1[C@H]([C@@H]([C@H]([C@H](O1)O[C@]2([C@H]([C@@H]([C@H](O2)CO)O)O)CO)O)O)O)O (sucrose), C=O (formaldehyde). Yields the product S(=O)(=O)([O-])[O-].[Cr+3].S(=O)(=O)([O-])[O-].S(=O)(=O)([O-])[O-].[Cr+3] (chromium sulfate), S(=O)(=O)([O-])[O-].[Na+].[Na+] (sodium sulfate). As a reaction SMILES: [Cr:1]([O-])([O-])(=O)=O.[Na+:6].[Na+].[S:8]([O-:12])([OH:11])(=[O:10])=[O:9].[Na+].C(O)[C@H]1O[C@H](O[C@]2(CO)O[C@H](CO)[C@@H](O)[C@@H]2O)[C@H](O)[C@@H](O)[C@@H]1O.C=O>>[S:8]([O-:12])([O-:11])(=[O:10])=[O:9].[Cr+3:1].[S:8]([O-:12])([O-:11])(=[O:10])=[O:9].[S:8]([O-:12])([O-:11])(=[O:10])=[O:9].[Cr+3:1].[S:8]([O-:12])([O-:11])(=[O:10])=[O:9].[Na+:6].[Na+:6] |f:0.1.2,3.4,7.8.9.10.11,12.13.14|. Procedure details: A process, as claimed in claim 1, wherein sodium hydrogen sulfate is added to the extractive liquor, to obtain a Ph value of 6-7, and the neutral sodium chromate solution is acidified with sodium hydrogen sulfate again; and further, sucrose or formaldehyde is added, followed by heating to above 100° C., to form chromium sulfate and sodium sulfate, which, after completion of reaction, are cooled to 21°-24 C., and separated, to obtain sodium sulfate decahydrate crystals and chromium sulfate.